From a dataset of the Open Reaction Database (ORD), a public repository of structured organic reaction records. describe an organic reaction: reactants, conditions, products, and yield The reactants are CC(C)C[AlH]CC(C)C, COc1cc2c(cc1OC)CC(C#N)=C2, CO, Cc1ccccc1, Cl. Yields the product COc1cc2c(cc1OC)CC(C=O)=C2. RXN SMILES: [CH3:16][CH:17]([CH2:18][AlH:19][CH2:20][CH:21]([CH3:22])[CH3:23])[CH3:24].[CH3:1][O:2][c:3]1[cH:4][c:5]2[c:9]([cH:10][c:11]1[O:12][CH3:13])[CH2:8][C:7]([C:14]#[N:15])=[CH:6]2.[CH3:25][OH:26].[CH3:28][c:29]1[cH:30][cH:31][cH:32][cH:33][cH:34]1.[ClH:27]>>[CH3:1][O:2][c:3]1[cH:4][c:5]2[c:9]([cH:10][c:11]1[O:12][CH3:13])[CH2:8][C:7]([CH:14]=[O:26])=[CH:6]2. Starting materials: C1COCCN1, ClCCl, COC(=O)CCC(C(N)=O)N1Cc2c(OCc3ccc(CBr)cc3)cccc2C1=O. Yields the product COC(=O)CCC(C(N)=O)N1Cc2c(OCc3ccc(CN4CCOCC4)cc3)cccc2C1=O. Reaction SMILES: [CH2:31]1[CH2:32][O:33][CH2:34][CH2:35][NH:36]1.[Cl:37][CH2:38][Cl:39].[NH2:1][C:2]([CH:3]([CH2:4][CH2:5][C:6](=[O:7])[O:8][CH3:9])[N:10]1[C:11](=[O:29])[c:12]2[cH:13][cH:14][cH:15][c:16]([O:19][CH2:20][c:21]3[cH:22][cH:23][c:24]([CH2:27][Br:28])[cH:25][cH:26]3)[c:17]2[CH2:18]1)=[O:30]>>[NH2:1][C:2]([CH:3]([CH2:4][CH2:5][C:6](=[O:7])[O:8][CH3:9])[N:10]1[C:11](=[O:29])[c:12]2[cH:13][cH:14][cH:15][c:16]([O:19][CH2:20][c:21]3[cH:22][cH:23][c:24]([CH2:27][N:36]4[CH2:31][CH2:32][O:33][CH2:34][CH2:35]4)[cH:25][cH:26]3)[c:17]2[CH2:18]1)=[O:30]. Reactants: FC=1C=C(C=CC1C(=O)N1CCNCC1)N1C(OC[C@H]1COC)=O ((R)-3-[3-fluoro-4-(piperazine-1-carbonyl)phenyl]-4-methoxymethyloxazolidin-2-one), ClC1=NC=C(C=C1Cl)Cl (2,3,5-trichloropyridine). Product: ClC=1C(=NC=C(C1)Cl)N1CCN(CC1)C(=O)C1=C(C=C(C=C1)N1C(OC[C@H]1COC)=O)F ((R)-3-{4-[4-(3,5-dichloropyridin-2-yl)piperazine-1-carbonyl]-3-fluorophenyl}-4-methoxymethyloxazolidin-2-one). Yield: 59.5%. RXN SMILES: [F:1][C:2]1[CH:3]=[C:4]([N:16]2[C@H:20]([CH2:21][O:22][CH3:23])[CH2:19][O:18][C:17]2=[O:24])[CH:5]=[CH:6][C:7]=1[C:8]([N:10]1[CH2:15][CH2:14][NH:13][CH2:12][CH2:11]1)=[O:9].Cl[C:26]1[C:31]([Cl:32])=[CH:30][C:29]([Cl:33])=[CH:28][N:27]=1>>[Cl:32][C:31]1[C:26]([N:13]2[CH2:14][CH2:15][N:10]([C:8]([C:7]3[CH:6]=[CH:5][C:4]([N:16]4[C@H:20]([CH2:21][O:22][CH3:23])[CH2:19][O:18][C:17]4=[O:24])=[CH:3][C:2]=3[F:1])=[O:9])[CH2:11][CH2:12]2)=[N:27][CH:28]=[C:29]([Cl:33])[CH:30]=1. Procedure details: By reaction and treatment in the same manner as in Example 147 and using (R)-3-[3-fluoro-4-(piperazine-1-carbonyl)phenyl]-4-methoxymethyloxazolidin-2-one (875 mg) described in Preparation Example 158 and 2,3,5-trichloropyridine (945 mg), the title compound (746 mg) was obtained. MS(ESI)m/z:483(M+H)+. Reactants: C1CCOC1, CC(C)OC(=O)N1CCC(ON=C2CCN(c3cc(F)c(CO)cc3F)CC2)CC1, O=C1NC(=O)c2ccccc21, CCOC(=O)N=NC(=O)OCC, c1ccc(P(c2ccccc2)c2ccccc2)cc1. Product: CC(C)OC(=O)N1CCC(ON=C2CCN(c3cc(F)c(CN)cc3F)CC2)CC1. RXN SMILES: [CH2:73]1[O:74][CH2:75][CH2:76][CH2:77]1.[CH:1]([CH3:2])([CH3:3])[O:4][C:5](=[O:6])[N:7]1[CH2:8][CH2:9][CH:10]([O:13][N:14]=[C:15]2[CH2:16][CH2:17][N:18]([c:21]3[c:22]([F:30])[cH:23][c:24]([CH2:28][OH:29])[c:25]([F:27])[cH:26]3)[CH2:19][CH2:20]2)[CH2:11][CH2:12]1.[O:50]=[C:51]1[NH:52][C:59](=[O:60])[c:54]2[c:53]1[cH:58][cH:57][cH:56][cH:55]2.[O:61]=[C:62]([O:63][CH2:64][CH3:65])[N:66]=[N:67][C:68]([O:69][CH2:70][CH3:71])=[O:72].[c:31]1([P:32]([c:33]2[cH:34][cH:35][cH:36][cH:37][cH:38]2)[c:39]2[cH:40][cH:41][cH:42][cH:43][cH:44]2)[cH:45][cH:46][cH:47][cH:48][cH:49]1>>[CH:1]([CH3:2])([CH3:3])[O:4][C:5](=[O:6])[N:7]1[CH2:8][CH2:9][CH:10]([O:13][N:14]=[C:15]2[CH2:16][CH2:17][N:18]([c:21]3[c:22]([F:30])[cH:23][c:24]([CH2:28][NH2:52])[c:25]([F:27])[cH:26]3)[CH2:19][CH2:20]2)[CH2:11][CH2:12]1. The reactants are CC(=O)NC(C)c1ccc(CCl)cc1, Cl, Cl, Fc1ccc(N2CCNCC2)cc1. Yields the product CC(=O)NC(C)c1ccc(CN2CCN(c3ccc(F)cc3)CC2)cc1. RXN SMILES: [Cl:1][CH2:2][c:3]1[cH:4][cH:5][c:6]([CH:9]([CH3:10])[NH:11][C:12]([CH3:13])=[O:14])[cH:7][cH:8]1.[ClH:15].[ClH:16].[F:17][c:18]1[cH:19][cH:20][c:21]([N:24]2[CH2:25][CH2:26][NH:27][CH2:28][CH2:29]2)[cH:22][cH:23]1>>[CH2:2]([c:3]1[cH:4][cH:5][c:6]([CH:9]([CH3:10])[NH:11][C:12]([CH3:13])=[O:14])[cH:7][cH:8]1)[N:27]1[CH2:26][CH2:25][N:24]([c:21]2[cH:20][cH:19][c:18]([F:17])[cH:23][cH:22]2)[CH2:29][CH2:28]1. Starting materials: CCN(C(C)C)C(C)C (DIPEA), N[C@H]1CC[C@H](C2=CC=CC=C12)OC=1C=CC=2N(C1)C(=NN2)N(CCN(C)C)C (N-[6-((1R,4S)-4-Amino-1,2,3,4-tetrahydro-naphthalen-1-yloxy)-[1,2,4]triazolo[4,3-a]pyridin-3-yl]-N,N′,N′-trimethyl-ethane-1,2-diamine), N (NH3), ClC(COC(NC=1N(N=C(C1)C(C)(C)C)C1=CC=C(C=C1)C)=O)(Cl)Cl ((5-tert-butyl-2-p-tolyl-2H-pyrazol-3-yl)-carbamic acid 2,2,2-trichloro-ethyl ester). The solvent is CN(C)C=O (DMF), C(Cl)Cl (DCM), O (H2O), C(=O)O (HCO2H), CC#N (MeCN), CO (MeOH). The product is C(C)(C)(C)C=1C=C(N(N1)C1=CC=C(C=C1)C)NC(=O)N[C@H]1CC[C@H](C2=CC=CC=C12)OC=1C=CC=2N(C1)C(=NN2)N(C)CCN(C)C (1-(5-tert-Butyl-2-p-tolyl-2H-pyrazol-3-yl)-3-((1S,4R)-4-{3-[(2-dimethylamino-ethyl)-methyl-amino]-[1,2,4]triazolo[4,3-a]pyridin-6-yloxy}-1,2,3,4-tetrahydro-naphthalen-1-yl)-urea). As a reaction SMILES: [NH2:1][C@@H:2]1[C:11]2[C:6](=[CH:7][CH:8]=[CH:9][CH:10]=2)[C@H:5]([O:12][C:13]2[CH:14]=[CH:15][C:16]3[N:17]([C:19]([N:22]([CH3:28])[CH2:23][CH2:24][N:25]([CH3:27])[CH3:26])=[N:20][N:21]=3)[CH:18]=2)[CH2:4][CH2:3]1.ClC(Cl)(Cl)C[O:32][C:33](=O)[NH:34][C:35]1[N:36]([C:44]2[CH:49]=[CH:48][C:47]([CH3:50])=[CH:46][CH:45]=2)[N:37]=[C:38]([C:40]([CH3:43])([CH3:42])[CH3:41])[CH:39]=1.CCN(C(C)C)C(C)C.N>CN(C=O)C.CO.C(Cl)Cl.O.C(O)=O.CC#N>[C:40]([C:38]1[CH:39]=[C:35]([NH:34][C:33]([NH:1][C@@H:2]2[C:11]3[C:6](=[CH:7][CH:8]=[CH:9][CH:10]=3)[C@H:5]([O:12][C:13]3[CH:14]=[CH:15][C:16]4[N:17]([C:19]([N:22]([CH2:23][CH2:24][N:25]([CH3:27])[CH3:26])[CH3:28])=[N:20][N:21]=4)[CH:18]=3)[CH2:4][CH2:3]2)=[O:32])[N:36]([C:44]2[CH:49]=[CH:48][C:47]([CH3:50])=[CH:46][CH:45]=2)[N:37]=1)([CH3:43])([CH3:41])[CH3:42]. Procedure: A solution of Intermediate 43b (140 mg, 0.36 mmol), (5-tert-butyl-2-p-tolyl-2H-pyrazol-3-yl)-carbamic acid 2,2,2-trichloro-ethyl ester (Synthetic Communications, 2009, 39, 3999-4009, which is incorporated herein by reference in its entirety; 218 mg, 0.54 mmol) and DIPEA (186 mg, 1.44 mmol) in DMF (6 mL) was stirred at 60° C. for 1 h. The reaction mixture was applied to an SCX-2 cartridge (25 g) and washed with MeOH. The product was eluted with 2M NH3 in MeOH; concentration in vacuo gave a residu... The reactants are NC(C(=O)O)CSCCO (2-amino-3-(2-hydroxy-ethylsulfanyl)-propionic acid), Cl (hydrogen chloride). Run at time 7 hour. The product is Cl.NC(C(=O)O)CSCCCl (2-Amino-3-(2-chloro-ethylsulfanyl)-propionic acid hydrochloride). Yield: 75.4%. RXN SMILES: [NH2:1][CH:2]([CH2:6][S:7][CH2:8][CH2:9]O)[C:3]([OH:5])=[O:4].[ClH:11]>>[ClH:11].[NH2:1][CH:2]([CH2:6][S:7][CH2:8][CH2:9][Cl:11])[C:3]([OH:5])=[O:4] |f:2.3|. Procedure: 33.9 g of 2-amino-3-(2-hydroxy-ethylsulfanyl)-propionic acid was dissolved in 800 mL of concentrated hydrogen chloride and the solution was stirred for 7 h to obtain a buff solid. The solid was recrystallized in isopropanol to obtain a white powder (34.2 g). Yield 75.4%, mp 185-186° C. Starting materials: B, COC(=O)c1cc(C(=O)CBr)ccc1OCc1ccccc1, Cc1ccccc1, C1CCOC1, C1CCOC1. The product is COC(=O)c1cc(C(O)CBr)ccc1OCc1ccccc1. Reaction SMILES: [BH3:28].[CH3:1][O:2][C:3]([c:4]1[c:5]([O:14][CH2:15][c:16]2[cH:17][cH:18][cH:19][cH:20][cH:21]2)[cH:6][cH:7][c:8]([C:10]([CH2:11][Br:12])=[O:13])[cH:9]1)=[O:22].[CH3:29][c:30]1[cH:31][cH:32][cH:33][cH:34][cH:35]1.[O:23]1[CH2:24][CH2:25][CH2:26][CH2:27]1.[O:36]1[CH2:37][CH2:38][CH2:39][CH2:40]1>>[CH3:1][O:2][C:3]([c:4]1[c:5]([O:14][CH2:15][c:16]2[cH:17][cH:18][cH:19][cH:20][cH:21]2)[cH:6][cH:7][c:8]([CH:10]([CH2:11][Br:12])[OH:13])[cH:9]1)=[O:22]. Reactants: C=CCBr, [H-], [Na+], CN(C)C=O, OC1CCCC(OCc2ccccc2)C1. The product is C=CCOC1CCCC(OCc2ccccc2)C1. Reaction SMILES: [CH2:18]([CH:19]=[CH2:20])[Br:21].[H-:1].[Na+:2].[O:22]=[CH:23][N:24]([CH3:25])[CH3:26].[OH:3][CH:4]1[CH2:5][CH:6]([O:10][CH2:11][c:12]2[cH:13][cH:14][cH:15][cH:16][cH:17]2)[CH2:7][CH2:8][CH2:9]1>>[O:3]([CH:4]1[CH2:5][CH:6]([O:10][CH2:11][c:12]2[cH:13][cH:14][cH:15][cH:16][cH:17]2)[CH2:7][CH2:8][CH2:9]1)[CH2:20][CH:19]=[CH2:18]. The reactants are NC(=O)c1ccc(CBr)cc1, O=C([O-])O, CC(C)(C)OC(=O)N1CCC(NC(=O)c2ccc3[nH]c4c(c3c2)CNCC4)CC1, [Na+], CN(C)C=O. Yields the product CC(C)(C)OC(=O)N1CCC(NC(=O)c2ccc3[nH]c4c(c3c2)CN(Cc2ccc(C(N)=O)cc2)CC4)CC1. As a reaction SMILES: [Br:30][CH2:31][c:32]1[cH:33][cH:34][c:35]([C:36](=[O:37])[NH2:38])[cH:39][cH:40]1.[C:41](=[O:42])([OH:43])[O-:44].[CH2:1]1[NH:2][CH2:3][CH2:4][c:5]2[nH:6][c:7]3[cH:8][cH:9][c:10]([C:14](=[O:15])[NH:16][CH:17]4[CH2:18][CH2:19][N:20]([C:23](=[O:24])[O:25][C:26]([CH3:27])([CH3:28])[CH3:29])[CH2:21][CH2:22]4)[cH:11][c:12]3[c:13]21.[Na+:45].[O:46]=[CH:47][N:48]([CH3:49])[CH3:50]>>[CH2:1]1[N:2]([CH2:31][c:32]2[cH:33][cH:34][c:35]([C:36](=[O:37])[NH2:38])[cH:39][cH:40]2)[CH2:3][CH2:4][c:5]2[nH:6][c:7]3[cH:8][cH:9][c:10]([C:14](=[O:15])[NH:16][CH:17]4[CH2:18][CH2:19][N:20]([C:23](=[O:24])[O:25][C:26]([CH3:27])([CH3:28])[CH3:29])[CH2:21][CH2:22]4)[cH:11][c:12]3[c:13]21.